Dataset: the Open Reaction Database (ORD), a public repository of structured organic reaction records. Task: describe an organic reaction: reactants, conditions, products, and yield Reported procedure: Ethyl 3-(6-methoxy-3-pyridyl)acrylate (32.33 g) in ethanol (160 ml) was hydrogenated at 344 kPa and 40° using palladium-on-charcoal catalyst (5%, 0.2 g). The mixture was filtered and the filtrate was evaporated to give ethyl 3-(6-methoxy-3-pyridyl)propionate (32.7 g) as an oil. Starting materials: COC1=CC=C(C=N1)C=CC(=O)OCC (Ethyl 3-(6-methoxy-3-pyridyl)acrylate). Yield: 100.2%. Yields the product COC1=CC=C(C=N1)CCC(=O)OCC (ethyl 3-(6-methoxy-3-pyridyl)propionate). RXN SMILES: [CH3:1][O:2][C:3]1[N:8]=[CH:7][C:6]([CH:9]=[CH:10][C:11]([O:13][CH2:14][CH3:15])=[O:12])=[CH:5][CH:4]=1>C(O)C.[Pd]>[CH3:1][O:2][C:3]1[N:8]=[CH:7][C:6]([CH2:9][CH2:10][C:11]([O:13][CH2:14][CH3:15])=[O:12])=[CH:5][CH:4]=1. Reagents/catalysts: [Pd] (palladium-on-charcoal). Run in C(C)O (ethanol). The reactants are N1(C=CC=2C1=NC=CC2)C2=CC=C(C=C2)CCO (2-[4-(1H-pyrrolo[2,3-b]pyridin-1-yl)phenyl]ethanol), N(=NC(=O)OC(C)C)C(=O)OC(C)C (diisopropyl azodicarboxylate), O1C(NC(C1)=O)=O (1,3-oxazolidine-2,4-dione), C1(=CC=CC=C1)P(C1=CC=CC=C1)C1=CC=CC=C1 (triphenylphosphine). The solvent is O1CCCC1 (tetrahydrofuran), CC(=O)C (acetone), O1CCCC1 (tetrahydrofuran). Conditions: time 8 hour. Product: N1(C=CC=2C1=NC=CC2)C2=CC=C(C=C2)CCN2C(OCC2=O)=O (3-{2-[4-(1H-pyrrolo[2,3-b]pyridin-1-yl)phenyl]ethyl}-1,3-oxazolidine-2,4-dione). Isolated yield 112.6%. Reaction SMILES: [N:1]1([C:10]2[CH:15]=[CH:14][C:13]([CH2:16][CH2:17]O)=[CH:12][CH:11]=2)[C:5]2=[N:6][CH:7]=[CH:8][CH:9]=[C:4]2[CH:3]=[CH:2]1.[O:19]1[CH2:23][C:22](=[O:24])[NH:21][C:20]1=[O:25].C1(P(C2C=CC=CC=2)C2C=CC=CC=2)C=CC=CC=1.N(C(OC(C)C)=O)=NC(OC(C)C)=O>O1CCCC1.CC(C)=O>[N:1]1([C:10]2[CH:11]=[CH:12][C:13]([CH2:16][CH2:17][N:21]3[C:22](=[O:24])[CH2:23][O:19][C:20]3=[O:25])=[CH:14][CH:15]=2)[C:5]2=[N:6][CH:7]=[CH:8][CH:9]=[C:4]2[CH:3]=[CH:2]1. Procedure: A solution of 1.0 g (4.20 mmol) of 2-[4-(1H-pyrrolo[2,3-b]pyridin-1-yl)phenyl]ethanol, prepared in step 13.1., 0.51 g (5.04 mmol) of 1,3-oxazolidine-2,4-dione and 1.21 g (4.62 mmol) of triphenylphosphine in 16 ml of tetrahydrofuran, cooled by a bath of acetone and ice, is admixed dropwise with 0.84 g (4.2 mmol) of diisopropyl azodicarboxylate in solution in 2 ml of tetrahydrofuran. The mixture is subsequently heated to ambient temperature again and stirred overnight. 4 g of silica are added and ... The reactants are NC1=NC=CC=C1C(=O)OC (Methyl 2-amino-3-pyridine carboxylate), C([O-])([O-])=O.[Ca+2] (calcium carbonate), CNS(=O)(=O)Cl (methylsulfamoyl chloride). Solvent: C(C)#N (acetonitrile). Run at time 15 hour. Product: CNS(=O)(=O)NC1=NC=CC=C1C(=O)OC (Methyl 2-(((methylamino)sulfonyl)amino)-3-pyridine carboxylate). Reaction SMILES: [NH2:1][C:2]1[C:7]([C:8]([O:10][CH3:11])=[O:9])=[CH:6][CH:5]=[CH:4][N:3]=1.C(=O)([O-])[O-].[Ca+2].[CH3:17][NH:18][S:19](Cl)(=[O:21])=[O:20]>C(#N)C>[CH3:17][NH:18][S:19]([NH:1][C:2]1[C:7]([C:8]([O:10][CH3:11])=[O:9])=[CH:6][CH:5]=[CH:4][N:3]=1)(=[O:21])=[O:20] |f:1.2|. Procedure: Methyl 2-amino-3-pyridine carboxylate (15.2 grams; 0.1 mole), calcium carbonate (13.0 grams; 0.1 mole) and methylsulfamoyl chloride (13.0 grams; 0.1 mole) were mixed with 200 ml of acetonitrile and the resulting reaction mixture stirred at ambient temperatures for a period of about 15 hours. Following the reaction period, the reaction mixture was filtered and the solvent removed in vacuo. The semi-solid residue thus obtained was extracted with ethanol. A white crystalline precipitate, obtained b... Reactants: Cl (hydrogen chloride), [H-].COCCO[Al+]OCCOC.[Na+].[H-] (sodium bis(2-methoxyethoxy)aluminum hydride), CNC(=O)C1(C(C1)C(=O)N)C1=CC=CC=C1 (N-methyl-1-phenyl-1,2-cyclopropanedicarboxamide), [H-] (hydride), [OH-].[Na+] (sodium hydroxide). The solvent is CCOCC (ether), C(C)O (ethanol), O (water), C1=CC=CC=C1 (benzene). Product: Cl.CN1CC2(CC2C1)C1=CC=CC=C1 (Racemic 3-Methyl-1-phenyl-3-azabicyclo[3.1.0]-hexane hydrochloride). Reaction SMILES: [H-].COCCO[Al+]OCCOC.[Na+].[H-].[CH3:15][NH:16][C:17]([C:19]1([C:25]2[CH:30]=[CH:29][CH:28]=[CH:27][CH:26]=2)[CH2:21][CH:20]1[C:22](N)=O)=O.[H-].[OH-].[Na+].[ClH:34]>C1C=CC=CC=1.O.C(O)C.CCOCC>[ClH:34].[CH3:15][N:16]1[CH2:22][CH:20]2[C:19]([C:25]3[CH:30]=[CH:29][CH:28]=[CH:27][CH:26]=3)([CH2:21]2)[CH2:17]1 |f:0.1.2.3,6.7,13.14|. Reported procedure: To a stirred solution of 30 ml of sodium bis(2-methoxyethoxy)aluminum hydride (70% benzene solution) is added dropwise a solution of 5.5 g of N-methyl-1-phenyl-1,2-cyclopropanedicarboxamide (U.S. Pat. No. 3,166,571-Ex. 1) in 400 ml of benzene over a one hour period at room temperature under nitrogen. The mixture is heated at reflux under nitrogen for 90 minutes. The excess hydride reagent is decomposed by the cautious addition of 25 ml of 10 N sodium hydroxide and then diluted to 200 ml with wat...